The task is: describe an organic reaction: reactants, conditions, products, and yield. This data is from the Open Reaction Database (ORD), a public repository of structured organic reaction records. The reactants are BrC=1C=2C(=C3N(C2C=C(C1)F)CCC3CC(=O)O)SC3=CC=C(C=C3)Cl ((+)-[8-bromo-9-[(4-chlorophenyl)sulfanyl]-6-fluoro-2,3-dihydro-1H-pyrrolo[1,2-a]indol-1-yl]acetic acid), C[Mg+].[Br-] (MeMgBr), C(CC)=O (propionaldehyde), [Li]CCCC (nBuLi), CCCCCC (hexane). Solvent: C1CCOC1 (THF), C1CCOC1 (THF). Reaction conditions: temperature -78 celsius, time 2 minute. Yields the product ClC1=CC=C(C=C1)SC1=C2N(C=3C=C(C=C(C13)C(CC)O)F)CCC2CC(=O)O ([9-[(4-chlorophenyl)sulfanyl]-6-fluoro-8-(1-hydroxypropyl)-2,3-dihydro-1H-pyrrolo[1,2-a]indol-1-yl]acetic acid). Reaction SMILES: Br[C:2]1[C:3]2[C:4]([S:19][C:20]3[CH:25]=[CH:24][C:23]([Cl:26])=[CH:22][CH:21]=3)=[C:5]3[CH:14]([CH2:15][C:16]([OH:18])=[O:17])[CH2:13][CH2:12][N:6]3[C:7]=2[CH:8]=[C:9]([F:11])[CH:10]=1.C[Mg+].[Br-].[Li]CCCC.CCCCCC.[CH:41](=[O:44])[CH2:42][CH3:43]>C1COCC1>[Cl:26][C:23]1[CH:24]=[CH:25][C:20]([S:19][C:4]2[C:3]3[C:2]([CH:41]([OH:44])[CH2:42][CH3:43])=[CH:10][C:9]([F:11])=[CH:8][C:7]=3[N:6]3[CH2:12][CH2:13][CH:14]([CH2:15][C:16]([OH:18])=[O:17])[C:5]=23)=[CH:21][CH:22]=1 |f:1.2|. Procedure: To a solution of (+)-[8-bromo-9-[(4-chlorophenyl)sulfanyl]-6-fluoro-2,3-dihydro-1H-pyrrolo[1,2-a]indol-1-yl]acetic acid (Example 7A, 700 mg, 1.5 mmol) in THF (15 mL) at −78° C. was added 3M MeMgBr in THF (1.9 mmol) followed by the addition of 1.6M nBuLi in hexane (3.1 mmol). The reaction mixture was stirred at −78° C. for 2 minutes and an excess of propionaldehyde was added. The reaction mixture was stirred at −78° C. for 15 minutes, warmed to r.t and quenched with saturated aqueous NH4Cl The ph... The reactants are 4-(4,6-Dimethoxy-1,3,5-triazinyl-2-yl)-4-methylmorpholinium chloride, BrC1=CC=C(C(=O)O)C=C1 (4-bromobenzoic acid), C(C)(C)(C)OC(=O)NC1=C(C=CC=C1)N (1-(N-t-butoxycarbonylamino)-2-aminobenzene). The solvent is CN(C)C=O (DMF). Conditions: time 20 hour. Yields the product C(C)(C)(C)OC(=O)NC1=C(C=CC=C1)NC(C1=CC=C(C=C1)Br)=O (N-(2-t-Butoxycarbonylaminophenyl)-4-bromobenzamide). Yield: 104.3%. Reaction SMILES: [Br:1][C:2]1[CH:10]=[CH:9][C:5]([C:6]([OH:8])=O)=[CH:4][CH:3]=1.[C:11]([O:15][C:16]([NH:18][C:19]1[CH:24]=[CH:23][CH:22]=[CH:21][C:20]=1[NH2:25])=[O:17])([CH3:14])([CH3:13])[CH3:12]>CN(C=O)C>[C:11]([O:15][C:16]([NH:18][C:19]1[CH:24]=[CH:23][CH:22]=[CH:21][C:20]=1[NH:25][C:6](=[O:8])[C:5]1[CH:4]=[CH:3][C:2]([Br:1])=[CH:10][CH:9]=1)=[O:17])([CH3:14])([CH3:12])[CH3:13]. Procedure: 4-(4,6-Dimethoxy-1,3,5-triazinyl-2-yl)-4-methylmorpholinium chloride (Method 18; 5.4 g, 19.4 mmol) was added to a solution of 4-bromobenzoic acid (3.5 g, 17.4 mmol) and 1-(N-t-butoxycarbonylamino)-2-aminobenzene (Method 17; 4.3 g, 20.9 mmol) in DMF (100 ml) and stirred at ambient temperature for 20 hours. The reaction mixture was partitioned between water and ethyl acetate. The organics were washed with a saturated aqueous solution of sodium hydrogen carbonate, water, 1M aqueous hydrochloric aci... The reactants are CC(C)(C)OC(=O)N1CC(=O)CC1COC(=O)C(C)(C)C, CC(=O)O, NCc1ccccc1. Yields the product CC(C)(C)OC(=O)N1CC(NCc2ccccc2)CC1COC(=O)C(C)(C)C. Reaction SMILES: [C:1]([CH3:2])([CH3:3])([CH3:4])[O:5][C:6](=[O:7])[N:8]1[CH:9]([CH2:14][O:15][C:16]([C:17]([CH3:18])([CH3:19])[CH3:20])=[O:21])[CH2:10][C:11](=[O:13])[CH2:12]1.[C:30]([OH:31])(=[O:32])[CH3:33].[NH2:22][CH2:23][c:24]1[cH:25][cH:26][cH:27][cH:28][cH:29]1>>[C:1]([CH3:2])([CH3:3])([CH3:4])[O:5][C:6](=[O:7])[N:8]1[CH:9]([CH2:14][O:15][C:16]([C:17]([CH3:18])([CH3:19])[CH3:20])=[O:21])[CH2:10][CH:11]([NH:22][CH2:23][c:24]2[cH:25][cH:26][cH:27][cH:28][cH:29]2)[CH2:12]1.